Dataset: the Open Reaction Database (ORD), a public repository of structured organic reaction records. Task: describe an organic reaction: reactants, conditions, products, and yield The reactants are CNCCO, O=C=Nc1nnc(C(F)(F)F)s1, c1ccccc1. The product is CN(CCO)C(=O)Nc1nnc(C(F)(F)F)s1. Reaction SMILES: [CH3:13][NH:14][CH2:15][CH2:16][OH:17].[F:1][C:2]([c:3]1[s:4][c:5]([N:8]=[C:9]=[O:10])[n:6][n:7]1)([F:11])[F:12].[cH:18]1[cH:19][cH:20][cH:21][cH:22][cH:23]1>>[F:1][C:2]([c:3]1[s:4][c:5]([NH:8][C:9](=[O:10])[N:14]([CH3:13])[CH2:15][CH2:16][OH:17])[n:6][n:7]1)([F:11])[F:12]. The reactants are Cl (hydrochloric acid), B(Br)(Br)Br (Boron tribromide), COC1=C(C=C(C(=O)NNC(=O)C=2OC=C(C2C2=CC=CC=C2)C2=CC=CC=C2)C=C1)NS(=O)(=O)C (3,4-diphenyl-2-furancarboxylic acid 2-(4-methoxy-3-methylsulfonylaminobenzoyl)hydrazide), [OH-].[Na+] (sodium hydroxide). Solvent: C(Cl)(Cl)Cl (chloroform), ClCCl (dichloromethane). Conditions: temperature 25 celsius, time 3 hour. The product is OC1=C(C=C(C(=O)NNC(=O)C=2OC=C(C2C2=CC=CC=C2)C2=CC=CC=C2)C=C1)NS(=O)(=O)C (3,4-diphenyl-2-furancarboxylic acid 2-(4-hydroxy-3-methylsulfonylaminobenzoyl)hydrazide). Isolated yield 34.7%. RXN SMILES: B(Br)(Br)Br.C[O:6][C:7]1[CH:35]=[CH:34][C:10]([C:11]([NH:13][NH:14][C:15]([C:17]2[O:18][CH:19]=[C:20]([C:28]3[CH:33]=[CH:32][CH:31]=[CH:30][CH:29]=3)[C:21]=2[C:22]2[CH:27]=[CH:26][CH:25]=[CH:24][CH:23]=2)=[O:16])=[O:12])=[CH:9][C:8]=1[NH:36][S:37]([CH3:40])(=[O:39])=[O:38].[OH-].[Na+].Cl>C(Cl)(Cl)Cl.ClCCl>[OH:6][C:7]1[CH:35]=[CH:34][C:10]([C:11]([NH:13][NH:14][C:15]([C:17]2[O:18][CH:19]=[C:20]([C:28]3[CH:33]=[CH:32][CH:31]=[CH:30][CH:29]=3)[C:21]=2[C:22]2[CH:23]=[CH:24][CH:25]=[CH:26][CH:27]=2)=[O:16])=[O:12])=[CH:9][C:8]=1[NH:36][S:37]([CH3:40])(=[O:39])=[O:38] |f:2.3|. Procedure details: Boron tribromide (1 M dichloromethane solution; 5.10 ml) was added to a dichloromethane (10 ml) solution of the compound of Example 70 (0.86 g) at 0° C. and stirred at 25° C. for 3 hours. The reaction solution was mixed with 2 M aqueous sodium hydroxide solution, stirred for 0.3 hours, and mixed with 2 M hydrochloric acid and chloroform. The organic layer was washed with saturated brine and dried over MgSO4. The solvent was evaporated under reduced pressure, and the residue was purified by silic... The product is BrCC(=O)C1=C(N=NN1C1=C(C=CC=C1)F)C (2-Bromo-1-(1-(2-fluorophenyl)-4-methyl-1H-1,2,3-triazol-5-yl)ethanone). The solvent is C(Cl)(Cl)Cl (chloroform), C(Cl)(Cl)Cl (chloroform). Reaction SMILES: [F:1][C:2]1[CH:7]=[CH:6][CH:5]=[CH:4][C:3]=1[N:8]1[C:12]([C:13](=[O:15])[CH3:14])=[C:11]([CH3:16])[N:10]=[N:9]1.CC(OCC1C2C(=CC=CC=2)C(COC(C)=O)=C2C=1C=CC=C2)=O.[Br:41]Br>C(Cl)(Cl)Cl>[Br:41][CH2:14][C:13]([C:12]1[N:8]([C:3]2[CH:4]=[CH:5][CH:6]=[CH:7][C:2]=2[F:1])[N:9]=[N:10][C:11]=1[CH3:16])=[O:15]. Reactants: BrBr (bromine), BrBr (bromine), FC1=C(C=CC=C1)N1N=NC(=C1C(C)=O)C (1-(1-(2-fluorophenyl)-4-methyl-1H-1,2,3-triazol-5-yl)ethanone), CC(=O)OCC1=C2C=CC=CC2=C(C3=CC=CC=C31)COC(=O)C (acetic). Procedure: A solution of 1-(1-(2-fluorophenyl)-4-methyl-1H-1,2,3-triazol-5-yl)ethanone (1.66 g, 7.57 mmol) was dissolved in chloroform (12 mL) and acetic (0.24 mL) was heated to reflux and then a solution of bromine (0.41 mL, 7.95 mmol) in chloroform (5 mL) and heated under reflux for 2 h and then bromine (0.12 mL, 2.27 mmol) in chloroforom (2 mL) was added and heated under reflux for a further 30 min. After cooling to room temperature the mixture was poured onto ice-water and the mixture extracted with di... Yield: 68.2%.